This data is from the Open Reaction Database (ORD), a public repository of structured organic reaction records. The task is: describe an organic reaction: reactants, conditions, products, and yield Reactants: CC(C)(Cc1c[nH]c2c(OCc3ccccc3)cccc12)NC(=O)OC(C)(C)C, CCO. Product: CC(C)(Cc1c[nH]c2c(O)cccc12)NC(=O)OC(C)(C)C. RXN SMILES: [C:1]([CH3:2])([CH3:3])([CH3:4])[O:5][C:6]([NH:7][C:8]([CH2:9][c:10]1[cH:11][nH:12][c:13]2[c:14]([O:19][CH2:20][c:21]3[cH:22][cH:23][cH:24][cH:25][cH:26]3)[cH:15][cH:16][cH:17][c:18]12)([CH3:27])[CH3:28])=[O:29].[CH3:30][CH2:31][OH:32]>>[C:1]([CH3:2])([CH3:3])([CH3:4])[O:5][C:6]([NH:7][C:8]([CH2:9][c:10]1[cH:11][nH:12][c:13]2[c:14]([OH:19])[cH:15][cH:16][cH:17][c:18]12)([CH3:27])[CH3:28])=[O:29]. Reactants: BrN1C(CCC1=O)=O (N-bromosuccinimide), OC=1C(=NC=CC1)[N+](=O)[O-] (3-hydroxy-2-nitropyridine). Solvent: CN(C)C=O (DMF). Reaction conditions: time 15 hour. Yields the product BrC=1C=C(C(=NC1)[N+](=O)[O-])O (5-Bromo-3-hydroxy-2-nitropyridine). The yield is 115.1%. Reaction SMILES: [Br:1]N1C(=O)CCC1=O.[OH:9][C:10]1[C:11]([N+:16]([O-:18])=[O:17])=[N:12][CH:13]=[CH:14][CH:15]=1>CN(C=O)C>[Br:1][C:14]1[CH:15]=[C:10]([OH:9])[C:11]([N+:16]([O-:18])=[O:17])=[N:12][CH:13]=1. Procedure details: N-bromosuccinimide (165 g, 0.927 mole) was added portionwise over 5 h to a solution of 3-hydroxy-2-nitropyridine (100.0 g, 0.714 mole) in DMF (1 L) at 0° C. The resulting mixture was stirred at room temperature for 15 hr then was concentrated in vacuo. The residue was taken up in Et2O (500 mL) and stirred for 30 min. The precipitate was removed by suction filtration, and the filtrate was concentrated in vacuo to afford the title compound (180 g): MS (ES) m/e 219 (M+H)+. This material was used wi... Reactants: C(C)(=O)O[C@@H]1[C@@]2([C@]3(C=CC(C=C3CC[C@H]2[C@@H]2C[C@H](C([C@@]2(C)C1)(SC)SC)O)=O)C)F (11β-(acetyloxy)-9-fluoro-16α-hydroxy-17,17-bis(methylthio)androsta-1,4-dien-3-one), CS(=O)C (dimethylsulfoxide), C(C)(=O)OC(C)=O (acetic anhydride), C(C)(=O)O (acetic acid). Solvent: O (water). Product: C(C)(=O)O[C@@H]1[C@@]2([C@]3(C=CC(C=C3CC[C@H]2[C@@H]2CC(C([C@@]2(C)C1)(SC)SC)=O)=O)C)F (11β-(Acetyloxy)-9-fluoro-17,17-bis(methylthio)androsta-1,4-diene-3,16-dione). Isolated yield 97.1%. Reaction SMILES: [C:1]([O:4][C@H:5]1[CH2:22][C@@:20]2([CH3:21])[C@@H:16]([CH2:17][C@@H:18]([OH:27])[C:19]2([S:25][CH3:26])[S:23][CH3:24])[C@H:15]2[C@@:6]1([F:30])[C@:7]1([CH3:29])[C:12]([CH2:13][CH2:14]2)=[CH:11][C:10](=[O:28])[CH:9]=[CH:8]1)(=[O:3])[CH3:2].CS(C)=O.C(OC(=O)C)(=O)C.C(O)(=O)C>O>[C:1]([O:4][C@H:5]1[CH2:22][C@@:20]2([CH3:21])[C@@H:16]([CH2:17][C:18](=[O:27])[C:19]2([S:23][CH3:24])[S:25][CH3:26])[C@H:15]2[C@@:6]1([F:30])[C@:7]1([CH3:29])[C:12]([CH2:13][CH2:14]2)=[CH:11][C:10](=[O:28])[CH:9]=[CH:8]1)(=[O:3])[CH3:2]. Procedure: A solution of 3.0 g (6.6 mmole) of 11β-(acetyloxy)-9-fluoro-16α-hydroxy-17,17-bis(methylthio)androsta-1,4-dien-3-one in a solution of dry dimethylsulfoxide (30 ml), acetic anhydride (20 ml) and glacial acetic acid (10 ml) was stirred at room temperature under nitrogen overnight. The resulting solution was poured into cold water and extracted with dichloromethane. The dichloromethane solution was washed with saturated sodium bicarbonate solution and water, dried over anhydrous Na2SO4 and evaporat... The reactants are O=C([O-])[O-], CC(C)(C)OC(=O)NC1CCC(OS(C)(=O)=O)CC1, [K+], [K+], O=C(Nc1nccc2cc(S)ccc12)c1ccccc1. The product is CC(C)(C)OC(=O)NC1CCC(Sc2ccc3c(NC(=O)c4ccccc4)nccc3c2)CC1. As a reaction SMILES: [C:1](=[O:2])([O-:3])[O-:4].[C:7]([CH3:8])([CH3:9])([CH3:10])[O:11][C:12](=[O:13])[NH:14][CH:15]1[CH2:16][CH2:17][CH:18]([O:21][S:22]([CH3:23])(=[O:24])=[O:25])[CH2:19][CH2:20]1.[K+:5].[K+:6].[SH:26][c:27]1[cH:28][c:29]2[cH:30][cH:31][n:32][c:33]([NH:37][C:38]([c:39]3[cH:40][cH:41][cH:42][cH:43][cH:44]3)=[O:45])[c:34]2[cH:35][cH:36]1>>[C:7]([CH3:8])([CH3:9])([CH3:10])[O:11][C:12](=[O:13])[NH:14][CH:15]1[CH2:16][CH2:17][CH:18]([S:26][c:27]2[cH:28][c:29]3[cH:30][cH:31][n:32][c:33]([NH:37][C:38]([c:39]4[cH:40][cH:41][cH:42][cH:43][cH:44]4)=[O:45])[c:34]3[cH:35][cH:36]2)[CH2:19][CH2:20]1. Reactants: O.O.C(C(=O)O)(=O)O (oxalic acid dihydrate), C1(=C(C=CC=C1)N)N (o-phenylenediamine), C(C(=O)O)(=O)O (oxalic acid), Cl (hydrochloric acid). Solvent: O (water). Conditions: temperature 90 celsius. Product: OC1=NC2=CC=CC=C2N=C1O (2,3-Dihydroxyquinoxaline). Isolated yield 95.8%. RXN SMILES: O.O.[C:3]([OH:8])(=O)[C:4](O)=[O:5].C(O)(=O)C(O)=O.Cl.[C:16]1([NH2:23])[CH:21]=[CH:20][CH:19]=[CH:18][C:17]=1[NH2:22]>O>[OH:5][C:4]1[C:3]([OH:8])=[N:23][C:16]2[C:17](=[CH:18][CH:19]=[CH:20][CH:21]=2)[N:22]=1 |f:0.1.2|. Procedure: To a 2 L flask were added 280.0 g of oxalic acid dihydrate (2.221 moles) and then 1 L of distilled water. Then the mixture was heated to 90° C. After complete dissolution of oxalic acid, 400 mL of concentrated hydrochloric acid was added, followed by addition of 220.0 g of o-phenylenediamine (2.034 moles). The temperature was maintained at 90° C. for 30 minutes with continuous stirring. Off-white crystals were formed. After cooling to room temperature, the off-white crystals were collected by fi... Procedure details: 3-Chloro-4-hydroxybenzoic acid hemihydrate (14.5 g.) was heated under reflux for 1 hour with thionyl chloride (80 ml.). The mixture was then evaporated, the residue dissolved in ether and the subsequent solution evaporated. The residue obtained (3-chloro-4-hydroxybenzoyl chloride) was dissolved in ether (80 ml.). The stirred solution was then treated dropwise with a solution of 1,2,3,6-tetrahydropyridine (16.6 g.) in ether (50 ml.) with ice-cooling. The mixture was stirred for 17 hours and evapo... The reactants are O.ClC=1C=C(C(=O)O)C=CC1O.ClC=1C=C(C(=O)O)C=CC1O (3-Chloro-4-hydroxybenzoic acid hemihydrate). Solvent: S(=O)(Cl)Cl (thionyl chloride). RXN SMILES: O.[Cl:2][C:3]1[CH:4]=[C:5]([CH:9]=[CH:10][C:11]=1[OH:12])[C:6](O)=[O:7].[Cl:13]C1C=C(C=CC=1O)C(O)=O>S(Cl)(Cl)=O>[Cl:2][C:3]1[CH:4]=[C:5]([CH:9]=[CH:10][C:11]=1[OH:12])[C:6]([Cl:13])=[O:7] |f:0.1.2|. The product is ClC=1C=C(C(=O)Cl)C=CC1O (3-chloro-4-hydroxybenzoyl chloride). Starting materials: C(C1=CC=CC=C1)OC(=O)N1C(CCCC1)CCO (2-(2-hydroxyethyl)-piperidine-1-carboxylic acid benzyl ester), C1(=CC=CC=C1)P(C1=CC=CC=C1)C1=CC=CC=C1 (triphenylphosphine), ClC1=C(C=C2C(=C(C(NC2=C1)=O)C1=CC(=CC(=C1)C)C)O)[N+](=O)[O-] (7-chloro-3-(3,5-dimethylphenyl)-4-hydroxy-6-nitro-1H-quinolin-2-one), N(=NC(=O)OC(C)C)C(=O)OC(C)C (diisopropyl azodicarboxylate). Conditions: time 24 hour. The product is C(C1=CC=CC=C1)OC(=O)N1C(CCCC1)CCOC1=C(C(NC2=CC(=C(C=C12)[N+](=O)[O-])Cl)=O)C1=CC(=CC(=C1)C)C (2-{2-[6-nitro-7-chloro-3-(3.5-dimethylphenyl)-2-oxo-1,2-dihydroquinolin-4-yloxy]-ethyl}-piperidine-1-carboxylic acid benzyl ester). Isolated yield 64.0%. As a reaction SMILES: [CH2:1]([O:8][C:9]([N:11]1[CH2:16][CH2:15][CH2:14][CH2:13][CH:12]1[CH2:17][CH2:18][OH:19])=[O:10])[C:2]1[CH:7]=[CH:6][CH:5]=[CH:4][CH:3]=1.C1(P(C2C=CC=CC=2)C2C=CC=CC=2)C=CC=CC=1.N(C(OC(C)C)=O)=NC(OC(C)C)=O.[Cl:53][C:54]1[CH:63]=[C:62]2[C:57]([C:58](O)=[C:59]([C:65]3[CH:70]=[C:69]([CH3:71])[CH:68]=[C:67]([CH3:72])[CH:66]=3)[C:60](=[O:64])[NH:61]2)=[CH:56][C:55]=1[N+:74]([O-:76])=[O:75]>>[CH2:1]([O:8][C:9]([N:11]1[CH2:16][CH2:15][CH2:14][CH2:13][CH:12]1[CH2:17][CH2:18][O:19][C:58]1[C:57]2[C:62](=[CH:63][C:54]([Cl:53])=[C:55]([N+:74]([O-:76])=[O:75])[CH:56]=2)[NH:61][C:60](=[O:64])[C:59]=1[C:65]1[CH:66]=[C:67]([CH3:72])[CH:68]=[C:69]([CH3:71])[CH:70]=1)=[O:10])[C:2]1[CH:7]=[CH:6][CH:5]=[CH:4][CH:3]=1. Procedure: To a solution of 7-chloro-3-(3,5-dimethylphenyl)-4-hydroxy-6-nitro-1H-quinolin-2-one (13.5 g in 600 mL of N,N-dimethylformamide) was added 9.2 g of 2-(2-hydroxyethyl)-piperidine-1-carboxylic acid benzyl ester and 14 g of triphenylphosphine followed by 10.4 mL of diisopropyl azodicarboxylate and the mixture stirred at room temperature. After 24 hours, the solvents were removed in vacuo and the residue resolvated in methylene chloride, washed with water and purified by flash chromatography on sili... The reactants are NC1CCCc2ccccc21, O=Cc1ccc(-c2ccc(C(F)(F)F)cc2)cc1. Yields the product FC(F)(F)c1ccc(-c2ccc(CNC3CCCc4ccccc43)cc2)cc1. As a reaction SMILES: [CH:19]1([NH2:29])[CH2:20][CH2:21][CH2:22][c:23]2[cH:24][cH:25][cH:26][cH:27][c:28]21.[F:1][C:2]([c:3]1[cH:4][cH:5][c:6](-[c:9]2[cH:10][cH:11][c:12]([CH:15]=[O:16])[cH:13][cH:14]2)[cH:7][cH:8]1)([F:17])[F:18]>>[F:1][C:2]([c:3]1[cH:4][cH:5][c:6](-[c:9]2[cH:10][cH:11][c:12]([CH2:15][NH:29][CH:19]3[CH2:20][CH2:21][CH2:22][c:23]4[cH:24][cH:25][cH:26][cH:27][c:28]43)[cH:13][cH:14]2)[cH:7][cH:8]1)([F:17])[F:18].